Dataset: the Open Reaction Database (ORD), a public repository of structured organic reaction records. Task: describe an organic reaction: reactants, conditions, products, and yield Starting materials: C1(=CC=CC=C1)[C@@H]1NC(N(C1)S(=O)(=O)C=1C=C2CCNC2=CC1)=O ((S)-(+)-4-phenyl-1-(indoline-5-sulfonyl)-4,5-dihydro-2-imidazolone), N1=CC=CC=C1 (pyridine), [N+](=O)([O-])C1=CC=C(C(=O)Cl)C=C1 (4-nitrobenzoyl chloride), C(C)OC(C)=O.CCCCCC (ethylacetate hexane). Solvent: ClCCl (dichloromethane), ClCCl (dichloromethane). Run at temperature 5 celsius, time 2 hour. Yields the product C1(=CC=CC=C1)[C@@H]1NC(N(C1)S(=O)(=O)C=1C=C2CCN(C2=CC1)C(C1=CC=C(C=C1)[N+](=O)[O-])=O)=O ((S)-(+)-4-phenyl-l-[N-(4-nitrobenzoyl)-indoline-5 -sulfonyl]-4,5-dihydro-2-imidazolone). The yield is 94.2%. Reaction SMILES: [C:1]1([C@H:7]2[CH2:11][N:10]([S:12]([C:15]3[CH:16]=[C:17]4[C:21](=[CH:22][CH:23]=3)[NH:20][CH2:19][CH2:18]4)(=[O:14])=[O:13])[C:9](=[O:24])[NH:8]2)[CH:6]=[CH:5][CH:4]=[CH:3][CH:2]=1.N1C=CC=CC=1.[N+:31]([C:34]1[CH:42]=[CH:41][C:37]([C:38](Cl)=[O:39])=[CH:36][CH:35]=1)([O-:33])=[O:32].C(OC(=O)C)C.CCCCCC>ClCCl>[C:1]1([C@H:7]2[CH2:11][N:10]([S:12]([C:15]3[CH:16]=[C:17]4[C:21](=[CH:22][CH:23]=3)[N:20]([C:38](=[O:39])[C:37]3[CH:36]=[CH:35][C:34]([N+:31]([O-:33])=[O:32])=[CH:42][CH:41]=3)[CH2:19][CH2:18]4)(=[O:14])=[O:13])[C:9](=[O:24])[NH:8]2)[CH:2]=[CH:3][CH:4]=[CH:5][CH:6]=1 |f:3.4|. Reported procedure: (S)-(+)-4-phenyl-1-(indoline-5-sulfonyl)-4,5-dihydro-2-imidazolone (0.72 g, 2.09 mmol) prepared in Preparation 8 was dissolved in 20 m of dichloromethane. Then, pyridine (186 μ, 2.23 mmol) and 4-nitrobenzoyl chloride (413 mg, 2.23 mmol) were added thereto at 0° C. under nitrogen atmosphere one after another. The reaction mixture was stirred at 5° C. for 2 hours and further stirred at room temperature for 3 hours. Then, the reaction mixture was diluted with 20 m of dichloromethane, washed with wa... Reactants: ClC1=CC=C(C=C1)CCCNC1=CC=C(C(=O)OCC)C=C1 (ethyl 4-[3-(p-chlorophenyl)propylamino]benzoate), Cl (hydrochloric acid), [OH-].[K+] (potassium hydroxide), C(C)O (ethanol). Run in O (water). Yields the product ClC1=CC=C(C=C1)CCCNC1=CC=C(C(=O)O)C=C1 (4-[3-(p-Chlorophenyl)propylamino]benzoic acid). Reaction SMILES: [Cl:1][C:2]1[CH:7]=[CH:6][C:5]([CH2:8][CH2:9][CH2:10][NH:11][C:12]2[CH:22]=[CH:21][C:15]([C:16]([O:18]CC)=[O:17])=[CH:14][CH:13]=2)=[CH:4][CH:3]=1.[OH-].[K+].C(O)C.Cl>O>[Cl:1][C:2]1[CH:3]=[CH:4][C:5]([CH2:8][CH2:9][CH2:10][NH:11][C:12]2[CH:13]=[CH:14][C:15]([C:16]([OH:18])=[O:17])=[CH:21][CH:22]=2)=[CH:6][CH:7]=1 |f:1.2|. Procedure details: A mixture of 16.3 g. of ethyl 4-[3-(p-chlorophenyl)propylamino]benzoate, 16.3 g. of potassium hydroxide and 200 ml. of 95% ethanol is refluxed for 3 hours. The mixture is diluted with 100 ml. of water and brought to pH 6 with concentrated hydrochloric acid. Chilling and filtering gave 15 g. of white crystals. Recrystallization from ethanol gave 8.6 g. of white crystals, m.p. 191°-192° C. Starting materials: CC1(C)C2CCC1(CS(=O)(=O)O)C(=O)C2, CC(C)O, CNC(=O)c1ccccc1Nc1nc(Cl)ncc1Cl, Nc1ccc2c(c1)CCN(CC(O)C(F)(F)F)CC2. The product is CNC(=O)c1ccccc1Nc1nc(Nc2ccc3c(c2)CCN(CC(O)C(F)(F)F)CC3)ncc1Cl. As a reaction SMILES: [C:39]12([CH2:40][S:41]([OH:42])(=[O:43])=[O:44])[C:45]([CH3:46])([CH3:47])[CH:48]([CH2:49][CH2:50]1)[CH2:51][C:52]2=[O:53].[CH:54]([OH:55])([CH3:56])[CH3:57].[Cl:20][c:21]1[n:22][cH:23][c:24]([Cl:38])[c:25]([NH:27][c:28]2[c:29]([C:30](=[O:31])[NH:32][CH3:33])[cH:34][cH:35][cH:36][cH:37]2)[n:26]1.[NH2:1][c:2]1[cH:3][c:4]2[c:5]([cH:18][cH:19]1)[CH2:6][CH2:7][N:8]([CH2:11][CH:12]([C:13]([F:14])([F:15])[F:16])[OH:17])[CH2:9][CH2:10]2>>[NH:1]([c:2]1[cH:3][c:4]2[c:5]([cH:18][cH:19]1)[CH2:6][CH2:7][N:8]([CH2:11][CH:12]([C:13]([F:14])([F:15])[F:16])[OH:17])[CH2:9][CH2:10]2)[c:21]1[n:22][cH:23][c:24]([Cl:38])[c:25]([NH:27][c:28]2[c:29]([C:30](=[O:31])[NH:32][CH3:33])[cH:34][cH:35][cH:36][cH:37]2)[n:26]1. Reactants: [H-].[Na+] (Sodium hydride), C(C)OC(=O)C1(CC1)C1=CC=C(C=C1)C1=CC=C(C=C1)C1=C(C(=NO1)C)CBr (1-[4′-(4-bromomethyl-3-methyl-isoxazol-5-yl)-biphenyl-4-yl]-cyclopropanecarboxylic acid ethyl ester), C1(=CC=CC=C1)CCS (2-phenylethanethiol). The solvent is CN(C)C=O (DMF). Conditions: time 2 hour. The product is C(C)OC(=O)C1(CC1)C1=CC=C(C=C1)C1=CC=C(C=C1)C1=C(C(=NO1)C)CSCCC1=CC=CC=C1 (1-[4′-(3-Methyl-4-phenethylsulfanylmethyl-isoxazol-5-yl)-biphenyl-4-yl]-cyclopropanecarboxylic acid ethyl ester). As a reaction SMILES: [H-].[Na+].[CH2:3]([O:5][C:6]([C:8]1([C:11]2[CH:16]=[CH:15][C:14]([C:17]3[CH:22]=[CH:21][C:20]([C:23]4[O:27][N:26]=[C:25]([CH3:28])[C:24]=4[CH2:29]Br)=[CH:19][CH:18]=3)=[CH:13][CH:12]=2)[CH2:10][CH2:9]1)=[O:7])[CH3:4].[C:31]1([CH2:37][CH2:38][SH:39])[CH:36]=[CH:35][CH:34]=[CH:33][CH:32]=1>CN(C=O)C>[CH2:3]([O:5][C:6]([C:8]1([C:11]2[CH:16]=[CH:15][C:14]([C:17]3[CH:22]=[CH:21][C:20]([C:23]4[O:27][N:26]=[C:25]([CH3:28])[C:24]=4[CH2:29][S:39][CH2:38][CH2:37][C:31]4[CH:36]=[CH:35][CH:34]=[CH:33][CH:32]=4)=[CH:19][CH:18]=3)=[CH:13][CH:12]=2)[CH2:10][CH2:9]1)=[O:7])[CH3:4] |f:0.1|. Procedure details: Sodium hydride (60% in mineral oil, 0.070 g, 1.70 mmol) was added to a solution of 1-[4′-(4-bromomethyl-3-methyl-isoxazol-5-yl)-biphenyl-4-yl]-cyclopropanecarboxylic acid ethyl ester (0.500 g, 1.13 mmol) and 2-phenylethanethiol (0.15 mL, 1.13 mmol) in DMF. The reaction was stirred at room temperature for 2 hours, and then partitioned between EtOAc and H2O and acidified with 1 N aqueous HCl. The aqueous layer was extracted with EtOAc, and the combined organic layers were dried over MgSO4, filtere... The reactants are O=S(=O)(O)O, O=C(O)c1ccc(-c2nnn[nH]2)cc1S(=O)(=O)c1ccccc1. Product: O=C1c2ccccc2S(=O)(=O)c2cc(-c3nnn[nH]3)ccc21. RXN SMILES: [S:24](=[O:25])(=[O:26])([OH:27])[OH:28].[c:1]1([S:7](=[O:8])(=[O:9])[c:10]2[c:11]([C:12](=[O:13])[OH:14])[cH:15][cH:16][c:17](-[c:19]3[n:20][n:21][n:22][nH:23]3)[cH:18]2)[cH:2][cH:3][cH:4][cH:5][cH:6]1>>[c:1]12[cH:2][cH:3][cH:4][cH:5][c:6]1[C:12](=[O:13])[c:11]1[c:10]([cH:18][c:17](-[c:19]3[nH:20][n:21][n:22][n:23]3)[cH:16][cH:15]1)[S:7]2(=[O:8])=[O:9]. The reactants are CCO, CC(=O)O, O=Cc1cccc(C(F)(F)F)c1Cl, NNC(=O)c1ccc(O)cc1. The product is O=C(NN=Cc1cccc(C(F)(F)F)c1Cl)c1ccc(O)cc1. Reaction SMILES: [CH3:25][CH2:26][OH:27].[CH3:28][C:29](=[O:30])[OH:31].[Cl:12][c:13]1[c:14]([CH:15]=[O:16])[cH:17][cH:18][cH:19][c:20]1[C:21]([F:22])([F:23])[F:24].[OH:1][c:2]1[cH:3][cH:4][c:5]([C:6](=[O:7])[NH:8][NH2:9])[cH:10][cH:11]1>>[OH:1][c:2]1[cH:3][cH:4][c:5]([C:6](=[O:7])[NH:8][N:9]=[CH:15][c:14]2[c:13]([Cl:12])[c:20]([C:21]([F:22])([F:23])[F:24])[cH:19][cH:18][cH:17]2)[cH:10][cH:11]1.